From a dataset of the Open Reaction Database (ORD), a public repository of structured organic reaction records. describe an organic reaction: reactants, conditions, products, and yield Starting materials: CCC(CC)CCC(=O)N1CCCCC1, C[SiH](C)O[SiH](C)C, Cc1ccccc1. The product is CCC(CC)CC=CN1CCCCC1. RXN SMILES: [CH2:1]([CH3:2])[CH:3]([CH2:4][CH2:5][C:6](=[O:7])[N:8]1[CH2:9][CH2:10][CH2:11][CH2:12][CH2:13]1)[CH2:14][CH3:15].[CH3:16][SiH:17]([CH3:18])[O:19][SiH:20]([CH3:21])[CH3:22].[CH3:23][c:24]1[cH:25][cH:26][cH:27][cH:28][cH:29]1>>[CH2:1]([CH3:2])[CH:3]([CH2:4][CH:5]=[CH:6][N:8]1[CH2:9][CH2:10][CH2:11][CH2:12][CH2:13]1)[CH2:14][CH3:15].